This data is from the Open Reaction Database (ORD), a public repository of structured organic reaction records. The task is: describe an organic reaction: reactants, conditions, products, and yield Procedure details: Using a procedure similar to that described in Example 1, except using 2-amino-2-methyl-3-(5-methyl-2H-benzotriazol-2-yl)propionitrile, described in Example 7, and 4-trifluoromethylthiobenzoyl chloride, the title compound was isolated as a white solid (0.12 g, 57%). Rf=0.65 (1:1 EA/heptane). MS (ES): M/Z [M+H]=420. 1H NMR: (400 MHz, DMSO-d6): 1.73 (s, 3H), 2.45 (s, 3H), 5.34-5.44 (m, 2H), 7.30 (dd, J=8.8, 1.4 Hz, 1H), 7.68 (d, J=1.0 Hz, 1H), 7.82 (d, J=8.8 Hz, 1H), 7.84-7.94 (m, 4H) and 8.91 (s,... Yields the product C(#N)C(CN1N=C2C(=N1)C=CC(=C2)C)(C)NC(C2=CC=C(C=C2)C(F)(F)F)=S (N-[1-Cyano-1-methyl-2-(5-methyl-2H-benzotriazol-2-yl)ethyl]-4-trifluoromethylthiobenzamide), solid. Reaction SMILES: [NH2:1][C:2]([CH3:16])([CH2:5][N:6]1[N:10]=[C:9]2[CH:11]=[CH:12][C:13]([CH3:15])=[CH:14][C:8]2=[N:7]1)[C:3]#[N:4].[F:17][C:18]([F:29])([F:28])[C:19]1[CH:27]=[CH:26][C:22]([C:23](Cl)=[S:24])=[CH:21][CH:20]=1>>[C:3]([C:2]([NH:1][C:23](=[S:24])[C:22]1[CH:21]=[CH:20][C:19]([C:18]([F:17])([F:28])[F:29])=[CH:27][CH:26]=1)([CH3:16])[CH2:5][N:6]1[N:10]=[C:9]2[CH:11]=[CH:12][C:13]([CH3:15])=[CH:14][C:8]2=[N:7]1)#[N:4]. Isolated yield 57.0%. The reactants are NC(C#N)(CN1N=C2C(=N1)C=CC(=C2)C)C (2-amino-2-methyl-3-(5-methyl-2H-benzotriazol-2-yl)propionitrile), FC(C1=CC=C(C(=S)Cl)C=C1)(F)F (4-trifluoromethylthiobenzoyl chloride). Reactants: COCOC(=O)C1CS(=O)(=O)CN1C(=O)c1ccccc1, O, O=C(O)C(F)(F)F. Yields the product O=C(O)C1CS(=O)(=O)CN1C(=O)c1ccccc1. As a reaction SMILES: [C:1]([c:2]1[cH:3][cH:4][cH:5][cH:6][cH:7]1)(=[O:8])[N:9]1[CH2:10][S:11](=[O:20])(=[O:21])[CH2:12][CH:13]1[C:14](=[O:15])[O:16][CH2:17][O:18][CH3:19].[OH2:29].[OH:22][C:23]([C:24]([F:25])([F:26])[F:27])=[O:28]>>[C:1]([c:2]1[cH:3][cH:4][cH:5][cH:6][cH:7]1)(=[O:8])[N:9]1[CH2:10][S:11](=[O:20])(=[O:21])[CH2:12][CH:13]1[C:14](=[O:15])[OH:16]. Starting materials: O1COC2=C1C=CC=C2C(CC(C(=O)O)=O)(C)C (4-(benzo[1,3]dioxol-4-yl)-4-methyl-2-oxo-pentanoic acid), NC=1C=CC2=C(C(=NOC2=O)CC)C1 (6-amino-4-ethyl-2,3-benzoxazin-1-one), O (water), S(=O)(Cl)Cl (thionyl chloride). The solvent is CC(=O)N(C)C (dimethylacetamide). Run at time 20 minute. Product: crude product, O1COC2=C1C=CC=C2C(CC(C(=O)NC=2C=CC1=C(C(=NOC1=O)C)C2)=O)(C)C (6-[4-(benzo[1,3]dioxol-4-yl)-4-methyl-2-oxo-valeroyl-amino]-4-methyl-2,3-benzoxazin-1-one). Isolated yield 40.2%. Reaction SMILES: [O:1]1[C:5]2[CH:6]=[CH:7][CH:8]=[C:9]([C:10]([CH3:18])([CH3:17])[CH2:11][C:12](=[O:16])[C:13]([OH:15])=O)[C:4]=2[O:3][CH2:2]1.S(Cl)(Cl)=O.[NH2:23][C:24]1[CH:25]=[CH:26][C:27]2[C:32](=[O:33])[O:31][N:30]=[C:29]([CH2:34]C)[C:28]=2[CH:36]=1.O>CC(N(C)C)=O>[O:1]1[C:5]2[CH:6]=[CH:7][CH:8]=[C:9]([C:10]([CH3:18])([CH3:17])[CH2:11][C:12](=[O:16])[C:13]([NH:23][C:24]3[CH:25]=[CH:26][C:27]4[C:32](=[O:33])[O:31][N:30]=[C:29]([CH3:34])[C:28]=4[CH:36]=3)=[O:15])[C:4]=2[O:3][CH2:2]1. Reported procedure: 10 g of 4-(benzo[1,3]dioxol-4-yl)-4-methyl-2-oxo-pentanoic acid is dissolved in 125 ml of dimethylacetamide and mixed with 3.5 ml of thionyl chloride under argon at −0° C. After 20 minutes of stirring at −3 to +3° C., 7.6 g of 6-amino-4-ethyl-2,3-benzoxazin-1-one (WO00/32584) is added. It is stirred for 96 hours at room temperature, then mixed with water, extracted with ethyl acetate, the organic phase is washed with water, dried (Na2SO4), and after the solvent is concentrated by evaporation and... Starting materials: CS(=O)(=O)OCCN1CCCC1=O, COC(=O)c1sc2nc[nH]c(=O)c2c1C, [H-], [Na+], CN(C)C=O. The product is COC(=O)c1sc2ncn(CCN3CCCC3=O)c(=O)c2c1C. As a reaction SMILES: [CH3:18][S:19]([O:20][CH2:23][CH2:24][N:25]1[C:26](=[O:30])[CH2:27][CH2:28][CH2:29]1)(=[O:21])=[O:22].[CH3:1][c:2]1[c:3]([C:12](=[O:13])[O:14][CH3:15])[s:4][c:5]2[n:6][cH:7][nH:8][c:9](=[O:11])[c:10]12.[H-:17].[Na+:16].[O:31]=[CH:32][N:33]([CH3:34])[CH3:35]>>[CH3:1][c:2]1[c:3]([C:12](=[O:13])[O:14][CH3:15])[s:4][c:5]2[n:6][cH:7][n:8]([CH2:23][CH2:24][N:25]3[C:26](=[O:30])[CH2:27][CH2:28][CH2:29]3)[c:9](=[O:11])[c:10]12. Starting materials: COc1ccc(CON)cc1, Cc1ccc(S(=O)(=O)Cl)cc1, c1ccncc1. The product is COc1ccc(CONS(=O)(=O)c2ccc(C)cc2)cc1. Reaction SMILES: [CH3:12][O:13][c:14]1[cH:15][cH:16][c:17]([CH2:18][O:19][NH2:20])[cH:21][cH:22]1.[S:1](=[O:2])(=[O:3])([c:4]1[cH:5][cH:6][c:7]([CH3:8])[cH:9][cH:10]1)[Cl:11].[cH:23]1[cH:24][cH:25][n:26][cH:27][cH:28]1>>[S:1](=[O:2])(=[O:3])([c:4]1[cH:5][cH:6][c:7]([CH3:8])[cH:9][cH:10]1)[NH:20][O:19][CH2:18][c:17]1[cH:16][cH:15][c:14]([O:13][CH3:12])[cH:22][cH:21]1. Reactants: S1SC(CC1)CCCCC(=O)NCCC(=O)OC (methyl 3-[5-(1,2-dithiolan-3-yl)pentanoylamino]propionate), aqueous solution, [OH-].[Na+] (sodium hydroxide). Solvent: CO (methanol). Yields the product S1SC(CC1)CCCCC(=O)NCCC(=O)O (3-[5-(1,2-Dithiolan-3-yl)pentanoylamino]propionic acid). The yield is 54.3%. Reaction SMILES: [S:1]1[CH2:5][CH2:4][CH:3]([CH2:6][CH2:7][CH2:8][CH2:9][C:10]([NH:12][CH2:13][CH2:14][C:15]([O:17]C)=[O:16])=[O:11])[S:2]1.[OH-].[Na+]>CO>[S:1]1[CH2:5][CH2:4][CH:3]([CH2:6][CH2:7][CH2:8][CH2:9][C:10]([NH:12][CH2:13][CH2:14][C:15]([OH:17])=[O:16])=[O:11])[S:2]1 |f:1.2|. Procedure: The reaction was effected as described in Example 49, but using 213 mg of methyl 3-[5-(1,2-dithiolan-3-yl)pentanoylamino]propionate (prepared as described in Example 55), 4 ml of methanol and 1.80 ml of a 1N aqueous solution of sodium hydroxide. The solvent was removed from the reaction mixture by distillation under reduced pressure. Water was added to the residue. The resulting mixture was neutralized by the addition of 2N aqueous hydrochloric acid, after which it was extracted with ethyl aceta... Reactants: CCCSC=1N=C(C2=C(N1)N(N=N2)[C@@H]3C[C@@H]([C@H]([C@H]3O)O)OCCO)N[C@@H]4C[C@H]4C=5C=CC(=C(C5)F)F (Ticagrelor), CC(=O)C (acetone), C(CCC(=O)O)(=O)O (succinic acid). Run in CCCCCC (n-hexane). Run at temperature 27.5 celsius, time 15 minute. Yields the product CCCSC=1N=C(C2=C(N1)N(N=N2)[C@@H]3C[C@@H]([C@H]([C@H]3O)O)OCCO)N[C@@H]4C[C@H]4C=5C=CC(=C(C5)F)F.C(CCC(=O)[O-])(=O)[O-] (Ticagrelor Succinate). Isolated yield 81.0%. As a reaction SMILES: [CH3:1][CH2:2][CH2:3][S:4][C:5]1[N:6]=[C:7]([NH:25][C@H:26]2[C@H:28]([C:29]3[CH:30]=[CH:31][C:32]([F:36])=[C:33]([F:35])[CH:34]=3)[CH2:27]2)[C:8]2[N:13]=[N:12][N:11]([C@H:14]3[C@H:18]([OH:19])[C@H:17]([OH:20])[C@@H:16]([O:21][CH2:22][CH2:23][OH:24])[CH2:15]3)[C:9]=2[N:10]=1.CC(C)=O.[C:41]([OH:48])(=[O:47])[CH2:42][CH2:43][C:44]([OH:46])=[O:45]>CCCCCC>[CH3:1][CH2:2][CH2:3][S:4][C:5]1[N:6]=[C:7]([NH:25][C@H:26]2[C@H:28]([C:29]3[CH:30]=[CH:31][C:32]([F:36])=[C:33]([F:35])[CH:34]=3)[CH2:27]2)[C:8]2[N:13]=[N:12][N:11]([C@H:14]3[C@H:18]([OH:19])[C@H:17]([OH:20])[C@@H:16]([O:21][CH2:22][CH2:23][OH:24])[CH2:15]3)[C:9]=2[N:10]=1.[C:41]([O-:48])(=[O:47])[CH2:42][CH2:43][C:44]([O-:46])=[O:45] |f:4.5|. Procedure: Ticagrelor (0.5 g) and acetone (10 mL) were charged into a round bottom flask and the mixture was stirred at about 25-30° C. for about 15 minutes for clear solution. Then succinic acid (0.12 g) was added to the above reaction mixture at 25-35° C. and stirred overnight. To the clear solution, n-hexane (50 mL) was added and stirred for about 90 minutes for solid separation. The solid was isolated by filtration, washed with n-hexane (5 mL) and dried to afford the title compound in about 81% yield h...